Dataset: the Open Reaction Database (ORD), a public repository of structured organic reaction records. Task: describe an organic reaction: reactants, conditions, products, and yield Starting materials: Cl (hydrochloric acid), FC1=CC=C(C(=O)Cl)C=C1 (4-Fluorobenzoyl chloride), [Cl-].[Al+3].[Cl-].[Cl-] (aluminum chloride), CC=1NC(SC1)=O (4-methyl-2(3H)-thiazolone). The solvent is ClCC(Cl)(Cl)Cl (tetrachloroethane). Reaction conditions: temperature 90 celsius, time 5 hour. The product is FC1=CC=C(C(=O)C2=C(NC(S2)=O)C)C=C1 (5-(4-Fluorobenzovl)-4-Methyl-2(3H)-Thiazolone). Isolated yield 51.7%. RXN SMILES: [F:1][C:2]1[CH:10]=[CH:9][C:5]([C:6](Cl)=[O:7])=[CH:4][CH:3]=1.[Cl-].[Al+3].[Cl-].[Cl-].[CH3:15][C:16]1[NH:17][C:18](=[O:21])[S:19][CH:20]=1.Cl>ClCC(Cl)(Cl)Cl>[F:1][C:2]1[CH:10]=[CH:9][C:5]([C:6]([C:20]2[S:19][C:18](=[O:21])[NH:17][C:16]=2[CH3:15])=[O:7])=[CH:4][CH:3]=1 |f:1.2.3.4|. Procedure: 4-Fluorobenzoyl chloride (25.3 g, 0.16 mol) was added dropwise to a mixture of aluminum chloride (60 g, 0.45 mol) and 4-methyl-2(3H)-thiazolone (17.3 g, 0.15 mol) in tetrachloroethane (200 ml). After the addition was complete, the mixture was stirred for 5 hours at 90° C. After the mixture cooled to room temperature, 2N hydrochloric acid (200 ml) was added dropwise. The resulting precipitate was collected, washed with water and then with dichloromethane. The solid was then dissolved in ethanol a... Reactants: COC(=O)C1C(CC(CC1)=CC)C(=O)OC (1,2-di-(methoxycarbonyl)-4-ethylidene-cyclohexane), [Mn](=O)(=O)(=O)[O-].[K+] (potassium permanganate), CC(=O)C (acetone). Solvent: C(C)(=O)O (acetic acid). Conditions: time 60 minute. The product is COC(=O)C1C2C(OC(CC1)(C2)C2(OCCO2)C)=O (2-Methoxycarbonyl-5-(2-methyldioxolan-2-yl)-6-oxa-bicyclo[3,2,1]octan-7-one). Isolated yield 33.0%. As a reaction SMILES: [CH3:1][O:2][C:3]([CH:5]1[CH2:10][CH2:9][C:8](=[CH:11][CH3:12])[CH2:7][CH:6]1[C:13]([O:15]C)=[O:14])=[O:4].[Mn]([O-])(=O)(=O)=[O:18].[K+].C[C:24]([CH3:26])=[O:25]>C(O)(=O)C>[CH3:1][O:2][C:3]([CH:5]1[CH2:10][CH2:9][C:8]2([C:11]3([CH3:12])[O:18][CH2:26][CH2:24][O:25]3)[CH2:7][CH:6]1[C:13](=[O:14])[O:15]2)=[O:4] |f:1.2|. Reported procedure: 8 g of 1,2-di-(methoxycarbonyl)-4-ethylidene-cyclohexane, prepared as described in Example 2, was dissolved in aqueous acetone containing 4.8 ml of acetic acid. An aqueous solution of potassium permanganate was added, and the mixture was allowed to stand for 60 minutes at room temperature. The excess oxidant was then destroyed and the reaction mixture, diluted with water, was extracted with ethyl acetate. The organic phase, washed with water and dried over anhydrous sodium sulphate, was evaporat... Reactants: [BH4-].[Na+] (sodium borohydride), Cl.NCC(=O)C1=C(C(=CC=C1)Cl)Cl (2-Amino-1-(2,3-dichlorophenyl)ethanone hydrochloride), Cl (hydrochloric acid). Solvent: CO (methanol). Conditions: time 8 hour. Product: NCC(O)C1=C(C(=CC=C1)Cl)Cl (2-Amino-1-(2,3-dichlorophenyl)ethanol). Reaction SMILES: Cl.[NH2:2][CH2:3][C:4]([C:6]1[CH:11]=[CH:10][CH:9]=[C:8]([Cl:12])[C:7]=1[Cl:13])=[O:5].[BH4-].[Na+].Cl>CO>[NH2:2][CH2:3][CH:4]([C:6]1[CH:11]=[CH:10][CH:9]=[C:8]([Cl:12])[C:7]=1[Cl:13])[OH:5] |f:0.1,2.3|. Reported procedure: Under argon, 300 mg (1.25 mmol) of the compound of Example 41A were initially charged in 2 ml of methanol. 189 mg (5.0 mmol) of sodium borohydride were added and the mixture was stirred overnight. 1 N hydrochloric acid was added slowly until the evolution of gas had ceased, and the methanol was then removed on a rotary evaporator. The aqueous residue was made alkaline by addition of sodium bicarbonate solution and extracted three times with ethyl acetate. The combined organic phases were dried o... Starting materials: NC1=NC(c2ccncc2)(c2cccc(Br)c2)c2ccccc21, COc1cccc(B(O)O)c1F. Yields the product COc1cccc(-c2cccc(C3(c4ccncc4)N=C(N)c4ccccc43)c2)c1F. RXN SMILES: [Br:1][c:2]1[cH:3][c:4]([C:8]2([c:18]3[cH:19][cH:20][n:21][cH:22][cH:23]3)[N:9]=[C:10]([NH2:17])[c:11]3[cH:12][cH:13][cH:14][cH:15][c:16]32)[cH:5][cH:6][cH:7]1.[F:24][c:25]1[c:26]([B:33]([OH:34])[OH:35])[cH:27][cH:28][cH:29][c:30]1[O:31][CH3:32]>>[c:2]1(-[c:26]2[c:25]([F:24])[c:30]([O:31][CH3:32])[cH:29][cH:28][cH:27]2)[cH:3][c:4]([C:8]2([c:18]3[cH:19][cH:20][n:21][cH:22][cH:23]3)[N:9]=[C:10]([NH2:17])[c:11]3[cH:12][cH:13][cH:14][cH:15][c:16]32)[cH:5][cH:6][cH:7]1. Reactants: ClC1=C(C(=CC=C1)F)C1=NN(C(N1)=O)C=1C=CC(=C(C(=O)O)C1)OC (5-[3-(2-chloro-6-fluorophenyl)-5-oxo-4,5-dihydro-1H-1,2,4-triazol-1-yl]-2-methoxybenzoic acid), FC(C1=CC=C(C=C1)C1(CC1)N)(F)F (1-[4-(trifluoromethyl)phenyl]cyclopropanamine), C(C)(C)N(CC)C(C)C (di-isopropyl ethyl amine), CN(C)C(=[N+](C)C)ON1C2=C(C=CC=C2)N=N1.[B-](F)(F)(F)F (TBTU). Run in C1CCOC1 (THF). Yields the product ClC1=C(C(=CC=C1)F)C1=NN(C(N1)=O)C=1C=CC(=C(C(=O)NC2(CC2)C2=CC=C(C=C2)C(F)(F)F)C1)OC (5-[3-(2-Chloro-6-fluorophenyl)-5-oxo-4,5-dihydro-1H-1,2,4-triazol-1-yl]-2-methoxy-N-{1-[4-(trifluoromethyl)phenyl]cyclopropyl}benzamide). Isolated yield 16.9%. As a reaction SMILES: [Cl:1][C:2]1[CH:7]=[CH:6][CH:5]=[C:4]([F:8])[C:3]=1[C:9]1[NH:13][C:12](=[O:14])[N:11]([C:15]2[CH:16]=[CH:17][C:18]([O:24][CH3:25])=[C:19]([CH:23]=2)[C:20]([OH:22])=O)[N:10]=1.C(N(C(C)C)CC)(C)C.CN(C(ON1N=NC2C=CC=CC1=2)=[N+](C)C)C.[B-](F)(F)(F)F.[F:57][C:58]([F:70])([F:69])[C:59]1[CH:64]=[CH:63][C:62]([C:65]2([NH2:68])[CH2:67][CH2:66]2)=[CH:61][CH:60]=1>C1COCC1>[Cl:1][C:2]1[CH:7]=[CH:6][CH:5]=[C:4]([F:8])[C:3]=1[C:9]1[NH:13][C:12](=[O:14])[N:11]([C:15]2[CH:16]=[CH:17][C:18]([O:24][CH3:25])=[C:19]([CH:23]=2)[C:20]([NH:68][C:65]2([C:62]3[CH:63]=[CH:64][C:59]([C:58]([F:57])([F:69])[F:70])=[CH:60][CH:61]=3)[CH2:67][CH2:66]2)=[O:22])[N:10]=1 |f:2.3|. Reported procedure: The title compound was prepared according to the procedure described in Example-17 by using 5-[3-(2-chloro-6-fluorophenyl)-5-oxo-4,5-dihydro-1H-1,2,4-triazol-1-yl]-2-methoxybenzoic acid (Intermediate-11, 0.100 g, 0.270 mmol), THF (10 mL), di-isopropyl ethyl amine (10.0 mL), TBTU (0.177 g, 0.540 mmol) and 1-[4-(trifluoromethyl)phenyl]cyclopropanamine (intermediate-13, 0.066 g, 0.320 mmol) to afford 0.025 g of desired product. 1H NMR (300 MHz, DMSO d6): δ 1.23 (s, 4H), 3.94 (s, 3H), 7.26 (d, J=9.0... Reactants: BrC1=CC2=C(C=3N(CCO2)C=C(N3)C=3NC=CN3)C=C1 (9-bromo-2-(1H-imidazol-2-yl)-5,6-dihydrobenzo[f]imidazo[1,2-d][1,4]oxazepine), C([O-])([O-])=O.[Cs+].[Cs+] (Cesium Carbonate), CN(C=O)C (N,N-Dimethylformamide), C(C)(C)I (Isopropyl iodide). Reaction conditions: time 18 hour. The product is BrC1=CC2=C(C=3N(CCO2)C=C(N3)C=3N(C=CN3)C(C)C)C=C1 (9-bromo-2-(1-isopropyl-1H-imidazol-2-yl)-5,6-dihydrobenzo[f]imidazo[1,2-d][1,4]oxazepine). RXN SMILES: [Br:1][C:2]1[CH:20]=[CH:19][C:5]2[C:6]3[N:7]([CH:11]=[C:12]([C:14]4[NH:15][CH:16]=[CH:17][N:18]=4)[N:13]=3)[CH2:8][CH2:9][O:10][C:4]=2[CH:3]=1.C(=O)([O-])[O-].[Cs+].[Cs+].CN(C)C=O.[CH:32](I)([CH3:34])[CH3:33]>>[Br:1][C:2]1[CH:20]=[CH:19][C:5]2[C:6]3[N:7]([CH:11]=[C:12]([C:14]4[N:18]([CH:32]([CH3:34])[CH3:33])[CH:17]=[CH:16][N:15]=4)[N:13]=3)[CH2:8][CH2:9][O:10][C:4]=2[CH:3]=1 |f:1.2.3|. Reported procedure: To a solution of 9-bromo-2-(1H-imidazol-2-yl)-5,6-dihydrobenzo[f]imidazo[1,2-d][1,4]oxazepine (0.237 g, 0.716 mmol) and Cesium Carbonate (0.280 g, 0.859 mmol) in N,N-Dimethylformamide (4.74 mL, 61.2 mmol) was added Isopropyl iodide (0.0859 mL, 0.859 mmol). The reaction was stirred 18 h at 50 C. The reaction was quenched with water then extracted EtOAc 2×. The crude product was purified to give 9-bromo-2-(1-isopropyl-1H-imidazol-2-yl)-5,6-dihydrobenzo[f]imidazo[1,2-d][1,4]oxazepine. MS: (ESI+)=37... The reactants are ClC=1C=C(C=2N(N1)C(=CN2)C#N)N(CC2=CC=C(C=C2)OC)C2=NC=C(C=C2)OC (6-chloro-8-((5-methoxypyridin-2-yl)(4-methoxybenzyl)amino)imidazo[1,2-b]pyridazine-3-carbonitrile), NC=1C=CC(=C(C1)NC(C)=O)C (N-(5-amino-2-methylphenyl)acetamide), CC1(C2=C(C(=CC=C2)P(C3=CC=CC=C3)C4=CC=CC=C4)OC5=C(C=CC=C51)P(C6=CC=CC=C6)C7=CC=CC=C7)C (Xantphos), C(=O)([O-])[O-].[Cs+].[Cs+] (Cs2CO3). The reagents and catalysts are C=1C=CC(=CC1)/C=C/C(=O)/C=C/C2=CC=CC=C2.C=1C=CC(=CC1)/C=C/C(=O)/C=C/C2=CC=CC=C2.C=1C=CC(=CC1)/C=C/C(=O)/C=C/C2=CC=CC=C2.[Pd].[Pd] (Pd2(dba)3), [Cu]I (copper(I) iodide). Solvent: CC(=O)N(C)C (DMA). Reaction conditions: temperature 125 celsius, time 1.5 hour. Yields the product C(#N)C1=CN=C2N1N=C(C=C2N(CC2=CC=C(C=C2)OC)C2=NC=C(C=C2)OC)NC=2C=CC(=C(C2)NC(C)=O)C (N-(5-(3-cyano-8-((5-methoxypyridin-2-yl)(4-methoxybenzyl)amino)imidazo[1,2-b]pyridazin-6-ylamino)-2-methylphenyl)acetamide). Isolated yield 61.8%. As a reaction SMILES: Cl[C:2]1[CH:3]=[C:4]([N:13]([C:23]2[CH:28]=[CH:27][C:26]([O:29][CH3:30])=[CH:25][N:24]=2)[CH2:14][C:15]2[CH:20]=[CH:19][C:18]([O:21][CH3:22])=[CH:17][CH:16]=2)[C:5]2[N:6]([C:8]([C:11]#[N:12])=[CH:9][N:10]=2)[N:7]=1.[NH2:31][C:32]1[CH:33]=[CH:34][C:35]([CH3:42])=[C:36]([NH:38][C:39](=[O:41])[CH3:40])[CH:37]=1.CC1(C)C2C(=C(P(C3C=CC=CC=3)C3C=CC=CC=3)C=CC=2)OC2C(P(C3C=CC=CC=3)C3C=CC=CC=3)=CC=CC1=2.C([O-])([O-])=O.[Cs+].[Cs+]>CC(N(C)C)=O.C1C=CC(/C=C/C(/C=C/C2C=CC=CC=2)=O)=CC=1.C1C=CC(/C=C/C(/C=C/C2C=CC=CC=2)=O)=CC=1.C1C=CC(/C=C/C(/C=C/C2C=CC=CC=2)=O)=CC=1.[Pd].[Pd].[Cu]I>[C:11]([C:8]1[N:6]2[N:7]=[C:2]([NH:31][C:32]3[CH:33]=[CH:34][C:35]([CH3:42])=[C:36]([NH:38][C:39](=[O:41])[CH3:40])[CH:37]=3)[CH:3]=[C:4]([N:13]([C:23]3[CH:28]=[CH:27][C:26]([O:29][CH3:30])=[CH:25][N:24]=3)[CH2:14][C:15]3[CH:20]=[CH:19][C:18]([O:21][CH3:22])=[CH:17][CH:16]=3)[C:5]2=[N:10][CH:9]=1)#[N:12] |f:3.4.5,7.8.9.10.11|. Procedure: A mixture of 5B (60 mg, 0.14 mmol), N-(5-amino-2-methylphenyl)acetamide (46.8 mg, 0.29 mmol), Pd2(dba)3 (13.1 mg, 0.014 mmol), Xantphos (18.2 mg, 0.031 mmol), copper(I) iodide (13.6 mg, 0.071 mmol) and Cs2CO3 (186 mg, 0.57 mmol) in DMA (1 mL) was purged with nitrogen and heated at 125° C. After 1.5 hours, the reaction mixture was diluted with ethyl acetate, washed with 15% NH4OH, dried over Na2SO4, and concentrated to dryness under reduced pressure. The resulting oil was purified by silica colum... Reactants: O=C([O-])[O-], C1COCCO1, CC1CN(Cc2ccc(NS(=O)(=O)c3ccc(Cl)nc3)cc2)CCN1C(=O)OC(C)(C)C, [Cs+], [Cs+], Nc1ccc(F)cc1, CC(=O)[O-], CC(=O)[O-], [Pd+2]. Yields the product CC1CN(Cc2ccc(NS(=O)(=O)c3ccc(Nc4ccc(F)cc4)nc3)cc2)CCN1C(=O)OC(C)(C)C. As a reaction SMILES: [C:1](=[O:2])([O-:3])[O-:4].[CH2:47]1[O:48][CH2:49][CH2:50][O:51][CH2:52]1.[Cl:15][c:16]1[cH:17][cH:18][c:19]([S:22](=[O:23])(=[O:24])[NH:25][c:26]2[cH:27][cH:28][c:29]([CH2:32][N:33]3[CH2:34][CH:35]([CH3:46])[N:36]([C:39](=[O:40])[O:41][C:42]([CH3:43])([CH3:44])[CH3:45])[CH2:37][CH2:38]3)[cH:30][cH:31]2)[cH:20][n:21]1.[Cs+:5].[Cs+:6].[NH2:7][c:8]1[cH:9][cH:10][c:11]([F:12])[cH:13][cH:14]1.[O-:54][C:55]([CH3:56])=[O:57].[O-:58][C:59]([CH3:60])=[O:61].[Pd+2:53]>>[NH:7]([c:8]1[cH:9][cH:10][c:11]([F:12])[cH:13][cH:14]1)[c:16]1[cH:17][cH:18][c:19]([S:22](=[O:23])(=[O:24])[NH:25][c:26]2[cH:27][cH:28][c:29]([CH2:32][N:33]3[CH2:34][CH:35]([CH3:46])[N:36]([C:39](=[O:40])[O:41][C:42]([CH3:43])([CH3:44])[CH3:45])[CH2:37][CH2:38]3)[cH:30][cH:31]2)[cH:20][n:21]1. The reactants are FC=1C=C(C=CC1F)[N+](=O)[O-] (3,4-difluoro-nitrobenzene), C[S-].[Na+] (sodium methanethiolate). The solvent is O (water). Run at time 8 hour. Yields the product FC1=C(C=CC(=C1)[N+](=O)[O-])SC (2-fluoro-1-methylsulfanyl-4-nitro-benzene). The yield is 66.2%. RXN SMILES: [F:1][C:2]1[CH:3]=[C:4]([N+:9]([O-:11])=[O:10])[CH:5]=[CH:6][C:7]=1F.[CH3:12][S-:13].[Na+]>O>[F:1][C:2]1[CH:3]=[C:4]([N+:9]([O-:11])=[O:10])[CH:5]=[CH:6][C:7]=1[S:13][CH3:12] |f:1.2|. Procedure details: A mixture of 3,4-difluoro-nitrobenzene (25 g, 0.157 mol) and sodium methanethiolate (10.5 g, 0.15 mol) was stirred at room temperature overnight. The reaction mixture was poured into water and extracted twice with ether. The extracts were combined, washed with water (twice) and brine, dried (sodium sulfate), filtered, evaporated, and purified by column chromatography, eluting with 17% dichloromethane/hexanes to give 2-fluoro-1-methylsulfanyl-4-nitro-benzene (18.6 g, 63%).